From a dataset of the Open Reaction Database (ORD), a public repository of structured organic reaction records. describe an organic reaction: reactants, conditions, products, and yield Starting materials: O1C2(C1)C=1C=CC=CC1C1(C3=CC=CC=C32)OC1 (Dispiro[oxirane-2,9'(10'H)-anthracene-10',2"-oxirane]), B(F)(F)F (boron trifluoride), C([O-])(O)=O.[Na+] (sodium bicarbonate). Run in CCOCC (ether), CCOCC (ether), CCOCC (ether). Run at temperature -45 celsius, time 10 minute. Product: OCC1=C2C=CC=CC2=C(C2=CC=CC=C12)C=O (10-(Hydroxymethyl)-9-anthracenecarboxaldehyde). Reaction SMILES: [O:1]1[CH2:3][C:2]21[C:16]1[C:11](=[CH:12][CH:13]=[CH:14][CH:15]=1)[C:10]1([CH2:18][O:17]1)[C:9]1[CH:8]=[CH:7][CH:6]=[CH:5][C:4]2=1.B(F)(F)F.C(=O)(O)[O-].[Na+]>CCOCC>[OH:17][CH2:18][C:10]1[C:9]2[C:4](=[CH:5][CH:6]=[CH:7][CH:8]=2)[C:2]([CH:3]=[O:1])=[C:16]2[C:11]=1[CH:12]=[CH:13][CH:14]=[CH:15]2 |f:2.3|. Procedure details: To a solution of 500 mg. of the product of Example 1 in 50 ml. of anhydrous ether maintaining at -45° C. is added dropwise a solution of 0.060 ml. of boron trifluoride in 2.0 ml. of anhydrous ether. The reaction mixture is stirred at -45° C. for 10 minutes and then allowed to warm to -30° C. in 5 minutes. The reaction mixture is poured into a mixture of 20 ml. of cool saturated sodium bicarbonate solution and 30 ml. of ether. The ethereal solution is washed with an additional 20 ml. of saturated... Reactants: BrC=1C=C(C=NC1)CO ((5-bromopyridin-3-yl)methanol), Br (hydrogen bromide), C1(=CC=CC=C1)P(C1=CC=CC=C1)C1=CC=CC=C1 (triphenylphosphine). Solvent: C(C)(=O)O (acetic acid). Reaction conditions: temperature 90 celsius. The product is [Br-].BrC=1C=NC=C(C1)CP(C1=CC=CC=C1)(C1=CC=CC=C1)C1=CC=CC=C1 (3-bromo-5-((tri-phenylphosphino)methyl)pyridine bromide salt). The yield is 183.8%. RXN SMILES: [Br:1][C:2]1[CH:3]=[C:4]([CH2:8]O)[CH:5]=[N:6][CH:7]=1.Br.[C:11]1([P:17]([C:24]2[CH:29]=[CH:28][CH:27]=[CH:26][CH:25]=2)[C:18]2[CH:23]=[CH:22][CH:21]=[CH:20][CH:19]=2)[CH:16]=[CH:15][CH:14]=[CH:13][CH:12]=1>C(O)(=O)C>[Br-:1].[Br:1][C:2]1[CH:7]=[N:6][CH:5]=[C:4]([CH2:8][PH:17]([C:18]2[CH:19]=[CH:20][CH:21]=[CH:22][CH:23]=2)([C:24]2[CH:29]=[CH:28][CH:27]=[CH:26][CH:25]=2)[C:11]2[CH:12]=[CH:13][CH:14]=[CH:15][CH:16]=2)[CH:3]=1 |f:4.5|. Reported procedure: To a solution of (5-bromopyridin-3-yl)methanol (1 g, 5.32 mmol) in acetic acid (Volume: 2 mL) was added hydrogen bromide (1.324 mL, 11.70 mmol) and triphenylphosphine (1.726 g, 6.38 mmol) then heat to 90° C. for four days, cooled to ambient temperature. The reaction mixture was wash with ether (20 mL×2) and EtOAc (20 mL×2) then was filtered and concentrated under high vacuum to remove solvent and provide a white solid of 3-bromo-5-((tri-phenylphosphino)methyl)pyridine bromide salt (3.05 g, 4.89 ... Reactants: C(C1=CC=CC=C1)OC1=CC(N(C=C1)CC(=O)C1=CC=C(C=C1)CO)=O (4-Benzyloxy-1-[2-(4-hydroxymethyl-phenyl)-2-oxo-ethyl]-1H-pyridin-2-one), C(C1=CC=CC=C1)OC1=CC(NC=C1)=O (4-benzyloxy-1H-pyridin-2-one), ClCC(=O)C=1C=C2CN(CC2=CC1)C(C(F)(F)F)=O (1-[5-(2-chloro-acetyl)-1,3-dihydro-isoindol-2-yl]-2,2,2-trifluoro-ethanone). Run in CS(=O)C (DMSO). Yields the product C(C1=CC=CC=C1)OC1=CC(N(C=C1)CC(C=1C=C2CN(CC2=CC1)C(C(F)(F)F)=O)=O)=O (4-Benzyloxy-1-{2-oxo-2-[2-(2,2,2-trifluoro-acetyl)-2,3-dihydro-1H-isoindol-5-yl]-ethyl}-1H-pyridin-2-one). RXN SMILES: [CH2:1]([O:8][C:9]1[CH:14]=[CH:13][N:12]([CH2:15][C:16]([C:18]2[CH:23]=[CH:22][C:21](CO)=[CH:20][CH:19]=2)=[O:17])[C:11](=[O:26])[CH:10]=1)[C:2]1[CH:7]=[CH:6][CH:5]=[CH:4][CH:3]=1.C(OC1C=CNC(=O)C=1)C1C=CC=CC=1.ClCC(C1C=C2C(=CC=1)[CH2:51][N:50]([C:55](=[O:60])[C:56]([F:59])([F:58])[F:57])[CH2:49]2)=O>CS(C)=O>[CH2:1]([O:8][C:9]1[CH:14]=[CH:13][N:12]([CH2:15][C:16](=[O:17])[C:18]2[CH:19]=[C:20]3[C:21](=[CH:22][CH:23]=2)[CH2:51][N:50]([C:55](=[O:60])[C:56]([F:59])([F:58])[F:57])[CH2:49]3)[C:11](=[O:26])[CH:10]=1)[C:2]1[CH:3]=[CH:4][CH:5]=[CH:6][CH:7]=1. Procedure details: 4-Benzyloxy-1-{2-oxo-2-[2-(2,2,2-trifluoro-acetyl)-2,3-dihydro-1H-isoindol-5-yl]-ethyl}-1H-pyridin-2-one is prepared following preparation 15b from 1.50 g (7.45 mmol) 4-benzyloxy-1H-pyridin-2-one and 2.28 g (7.83 mmol) 1-[5-(2-chloro-acetyl)-1,3-dihydro-isoindol-2-yl]-2,2,2-trifluoro-ethanone (see preparation 23) in DMSO as solvent. Reactants: ClCCCBr, CO, [K+], [OH-], CC(=O)c1ccc(O)cc1. The product is CC(=O)c1ccc(OCCCCl)cc1. Reaction SMILES: [Br:11][CH2:12][CH2:13][CH2:14][Cl:15].[CH3:18][OH:19].[K+:17].[OH-:16].[OH:1][c:2]1[cH:3][cH:4][c:5]([C:8]([CH3:9])=[O:10])[cH:6][cH:7]1>>[O:1]([c:2]1[cH:3][cH:4][c:5]([C:8]([CH3:9])=[O:10])[cH:6][cH:7]1)[CH2:12][CH2:13][CH2:14][Cl:15].